This data is from the Open Reaction Database (ORD), a public repository of structured organic reaction records. The task is: describe an organic reaction: reactants, conditions, products, and yield Reactants: CCOC(=O)C1CCC2CCC(=O)N21, CC1CCCC(C)N1CCCN. The product is CC1CCCC(C)N1CCCNC(=O)C1CCC2CCC(=O)N21. RXN SMILES: [CH2:1]([O:2][C:4](=[O:5])[CH:6]1[CH2:7][CH2:8][CH:9]2[CH2:10][CH2:11][C:12](=[O:14])[N:13]12)[CH3:3].[CH3:15][CH:16]1[N:17]([CH2:23][CH2:24][CH2:25][NH2:26])[CH:18]([CH3:22])[CH2:19][CH2:20][CH2:21]1>>[C:4](=[O:5])([CH:6]1[CH2:7][CH2:8][CH:9]2[CH2:10][CH2:11][C:12](=[O:14])[N:13]12)[NH:26][CH2:25][CH2:24][CH2:23][N:17]1[CH:16]([CH3:15])[CH2:21][CH2:20][CH2:19][CH:18]1[CH3:22]. Starting materials: C(C)C(CC)C=1C=2N(N=C(C1)C(F)(F)F)C=C(N2)C (8-(1-ethyl-propyl)-2-methyl-6-trifluoromethyl-imidazo[1,2-b]pyridazine), C1CC(=O)N(C1=O)I (NIS). Run in CCOC(=O)C (EtOAc), CC#N (CH3CN). Run at time 8 hour. The product is C(C)C(CC)C=1C=2N(N=C(C1)C(F)(F)F)C(=C(N2)C)I (8-(1-ethyl-propyl)-3-iodo-2-methyl-6-trifluoromethyl-imidazo[1,2-b]pyridazine). The yield is 97.0%. RXN SMILES: [CH2:1]([CH:3]([C:6]1[C:7]2[N:8]([CH:16]=[C:17]([CH3:19])[N:18]=2)[N:9]=[C:10]([C:12]([F:15])([F:14])[F:13])[CH:11]=1)[CH2:4][CH3:5])[CH3:2].C1C(=O)N([I:27])C(=O)C1>CC#N.CCOC(C)=O>[CH2:1]([CH:3]([C:6]1[C:7]2[N:8]([C:16]([I:27])=[C:17]([CH3:19])[N:18]=2)[N:9]=[C:10]([C:12]([F:13])([F:15])[F:14])[CH:11]=1)[CH2:4][CH3:5])[CH3:2]. Procedure: A solution of 8-(1-ethyl-propyl)-2-methyl-6-trifluoromethyl-imidazo[1,2-b]pyridazine (0.18 g, 0.67 mmol) in CH3CN (5 mL) is treated with NIS (0.18 g, 0.80 mmol), and stirred at rt overnight. It is diluted with EtOAc (50 mL), washed with 5% Na2SO3 (2×25 mL); dried (Na2SO4), filtered and concentrated to give the title compound (0.26 g, 0.65 mmol, 98%). 1H NMR (CDCl3): δ 0.85 (t, J=7.0 Hz, 6H), 1.79-1.92 (m, 4H), 2.59 (s, 3H), 3.30-3.43 (m, 1H), 7.09 (s, 1H). ES-MS (m/z): calcd for C13H15F31N3 (M+H... The reactants are N1(CCCC1)CC1=CC=C(C=C1)CO ((4-Pyrrolidin-1-ylmethyl-phenyl)-methanol), S(=O)(Cl)Cl (thionyl chloride). Run in C(Cl)Cl (DCM). The product is ClCC1=CC=C(CN2CCCC2)C=C1 (1-(4-Chloromethyl-benzyl)-pyrrolidine). RXN SMILES: [N:1]1([CH2:6][C:7]2[CH:12]=[CH:11][C:10]([CH2:13]O)=[CH:9][CH:8]=2)[CH2:5][CH2:4][CH2:3][CH2:2]1.S(Cl)([Cl:17])=O>C(Cl)Cl>[Cl:17][CH2:13][C:10]1[CH:11]=[CH:12][C:7]([CH2:6][N:1]2[CH2:5][CH2:4][CH2:3][CH2:2]2)=[CH:8][CH:9]=1. Procedure details: A solution of the product of Step C in DCM (200 mL) was treated with thionyl chloride (20 mL) at 40° C. for 16 hours. Solvent was removed in vacuo to give the titled compound (15 g), which was used without purification. Reactants: O=C(Cl)CBr, Nc1ccc(Br)cc1C(O)(c1cccs1)c1cccs1. Product: O=C(CBr)Nc1ccc(Br)cc1C(O)(c1cccs1)c1cccs1. As a reaction SMILES: [Br:21][CH2:22][C:23](=[O:24])[Cl:25].[NH2:1][c:2]1[c:3]([C:9]([OH:10])([c:11]2[s:12][cH:13][cH:14][cH:15]2)[c:16]2[s:17][cH:18][cH:19][cH:20]2)[cH:4][c:5]([Br:8])[cH:6][cH:7]1>>[NH:1]([c:2]1[c:3]([C:9]([OH:10])([c:11]2[s:12][cH:13][cH:14][cH:15]2)[c:16]2[s:17][cH:18][cH:19][cH:20]2)[cH:4][c:5]([Br:8])[cH:6][cH:7]1)[C:23]([CH2:22][Br:21])=[O:24].